Dataset: the Open Reaction Database (ORD), a public repository of structured organic reaction records. Task: describe an organic reaction: reactants, conditions, products, and yield The reactants are CCOc1ccc(Br)c(Cl)c1F, CCCC1CCC(CCC2CCC(=O)CC2)CC1, C1CCOC1, Cc1ccccc1, Cl, [Mg]. The product is CCCC1CCC(CCC2CCC(O)(c3ccc(OCC)c(F)c3Cl)CC2)CC1. RXN SMILES: [Br:2][c:3]1[c:4]([Cl:13])[c:5]([F:12])[c:6]([O:9][CH2:10][CH3:11])[cH:7][cH:8]1.[CH2:14]([CH2:15][CH3:16])[CH:17]1[CH2:18][CH2:19][CH:20]([CH2:23][CH2:24][CH:25]2[CH2:26][CH2:27][C:28](=[O:31])[CH2:29][CH2:30]2)[CH2:21][CH2:22]1.[CH2:33]1[O:34][CH2:35][CH2:36][CH2:37]1.[CH3:38][c:39]1[cH:40][cH:41][cH:42][cH:43][cH:44]1.[ClH:32].[Mg:1]>>[c:3]1([C:28]2([OH:31])[CH2:27][CH2:26][CH:25]([CH2:24][CH2:23][CH:20]3[CH2:19][CH2:18][CH:17]([CH2:14][CH2:15][CH3:16])[CH2:22][CH2:21]3)[CH2:30][CH2:29]2)[c:4]([Cl:13])[c:5]([F:12])[c:6]([O:9][CH2:10][CH3:11])[cH:7][cH:8]1. Starting materials: CC(C(=O)O)(C)SC1=CN=C(S1)NC(=O)N(CCC1=CC=CC=C1)[C@@H]1CC[C@H](CC1)C (2-methyl-2-{2-[3-(trans-4-methyl-cyclohexyl)-3-phenethyl-ureido]-thiazol-5-ylsulfanyl}-propionic acid), BrCCC#N (3-bromopropionitrile). Solvent: C(C)OC(C)=O (acetic acid ethyl ester). Yields the product C(#N)CCN(C(NC=1SC(=CN1)SCC(=O)O)=O)[C@@H]1CC[C@H](CC1)C ({2-[3-(2-Cyano-ethyl)-3-(trans-4-methyl-cyclohexyl)-ureido]-thiazol-5-ylsulfanyl}-acetic acid). RXN SMILES: C[C:2]([S:7][C:8]1[S:12][C:11]([NH:13][C:14]([N:16]([C@H:25]2[CH2:30][CH2:29][C@H:28]([CH3:31])[CH2:27][CH2:26]2)[CH2:17][CH2:18][C:19]2C=CC=CC=2)=[O:15])=[N:10][CH:9]=1)(C)[C:3]([OH:5])=[O:4].BrCCC#[N:36]>C(OC(=O)C)C>[C:19]([CH2:18][CH2:17][N:16]([C@H:25]1[CH2:30][CH2:29][C@H:28]([CH3:31])[CH2:27][CH2:26]1)[C:14](=[O:15])[NH:13][C:11]1[S:12][C:8]([S:7][CH2:2][C:3]([OH:5])=[O:4])=[CH:9][N:10]=1)#[N:36]. Procedure details: The compound was prepared following an analogous procedure to the one described for the synthesis of 2-methyl-2-{2-[3-(trans-4-methyl-cyclohexyl)-3-phenethyl-ureido]-thiazol-5-ylsulfanyl}-propionic acid using 3-bromopropionitrile and 2-aminothiazol-5-ylsulfanyl)acetic acid ethyl ester. Starting materials: O=C1c2ccc(Br)cc2CN1CCc1ccc(Oc2ccccc2)cc1, CN1CCNCC1, CCOC(C)=O, Cc1ccccc1, CCCCCC, c1ccc(P(c2ccccc2)c2ccc3ccccc3c2-c2c(P(c3ccccc3)c3ccccc3)ccc3ccccc23)cc1. Yields the product CN1CCN(c2ccc3c(c2)CN(CCc2ccc(Oc4ccccc4)cc2)C3=O)CC1. Reaction SMILES: [Br:1][c:2]1[cH:3][c:4]2[c:8]([cH:9][cH:10]1)[C:7](=[O:11])[N:6]([CH2:12][CH2:13][c:14]1[cH:15][cH:16][c:17]([O:20][c:21]3[cH:22][cH:23][cH:24][cH:25][cH:26]3)[cH:18][cH:19]1)[CH2:5]2.[CH3:27][N:28]1[CH2:29][CH2:30][NH:31][CH2:32][CH2:33]1.[CH3:80][CH2:81][O:82][C:83](=[O:84])[CH3:85].[CH3:86][c:87]1[cH:88][cH:89][cH:90][cH:91][cH:92]1.[CH3:93][CH2:94][CH2:95][CH2:96][CH2:97][CH3:98].[cH:34]1[cH:35][cH:36][c:37]([P:38]([c:39]2[cH:40][cH:41][c:42]3[c:43]([cH:44][cH:45][cH:46][cH:47]3)[c:48]2-[c:49]2[c:50]3[c:51]([cH:52][cH:53][cH:54][cH:55]3)[cH:56][cH:57][c:58]2[P:59]([c:60]2[cH:61][cH:62][cH:63][cH:64][cH:65]2)[c:66]2[cH:67][cH:68][cH:69][cH:70][cH:71]2)[c:72]2[cH:73][cH:74][cH:75][cH:76][cH:77]2)[cH:78][cH:79]1>>[c:2]1([N:31]2[CH2:30][CH2:29][N:28]([CH3:27])[CH2:33][CH2:32]2)[cH:3][c:4]2[c:8]([cH:9][cH:10]1)[C:7](=[O:11])[N:6]([CH2:12][CH2:13][c:14]1[cH:15][cH:16][c:17]([O:20][c:21]3[cH:22][cH:23][cH:24][cH:25][cH:26]3)[cH:18][cH:19]1)[CH2:5]2. The reactants are CC(=O)SC1CC(COCCO)N(C(=O)OCc2ccc([N+](=O)[O-])cc2)C1, CC#N, O=C=NS(=O)(=O)Cl, O. Reaction SMILES: [C:1]([CH3:2])(=[O:3])[S:4][CH:5]1[CH2:6][CH:7]([CH2:23][O:24][CH2:25][CH2:26][OH:27])[N:8]([C:10](=[O:11])[O:12][CH2:13][c:14]2[cH:15][cH:16][c:17]([N+:20](=[O:21])[O-:22])[cH:18][cH:19]2)[CH2:9]1.[CH3:36][C:37]#[N:38].[Cl:28][S:29](=[O:30])(=[O:31])[N:32]=[C:33]=[O:34].[OH2:35]>>[C:1]([CH3:2])(=[O:3])[S:4][CH:5]1[CH2:6][CH:7]([CH2:23][O:24][CH2:25][CH2:26][O:27][C:33]([NH2:32])=[O:34])[N:8]([C:10](=[O:11])[O:12][CH2:13][c:14]2[cH:15][cH:16][c:17]([N+:20](=[O:21])[O-:22])[cH:18][cH:19]2)[CH2:9]1. Yields the product CC(=O)SC1CC(COCCOC(N)=O)N(C(=O)OCc2ccc([N+](=O)[O-])cc2)C1.